Task: describe an organic reaction: reactants, conditions, products, and yield. Dataset: the Open Reaction Database (ORD), a public repository of structured organic reaction records The solvent is C(C)O (ethanol), C1=CCCCC1 (cyclohexene). Yields the product FC1=CC=C(C=C1)CC[C@@H]1[C@H]([C@H]([C@@H](O1)N1C2=NC=NC(=C2N=C1)NC1COCC1)O)O ((4S,2R,3R,5R)-5-[2-(4-fluorophenyl)ethyl]-2-[6-(oxolan-3-ylamino)purin-9-yl]oxolane-3,4-diol). Procedure details: To a solution of 5-[2-(4-fluorophenyl)vinyl](4S,2R,3R,5R)-2-[6-(oxolan-3-ylamino)purin-9-yl]oxolane-3,4-diol (40 mg) in ethanol (5 ml) and cyclohexene (2 ml) was added palladium hydroxide (50 mg), and the mixture was stirred for 24 hours. The catalyst was filtered off, and solvent removed under reduced pressure. The residue was purified by preparative thin layer chromatography, to give pure (4S,2R,3R,5R)-5-[2-(4-fluorophenyl)ethyl]-2-[6-(oxolan-3-ylamino)purin-9-yl]oxolane-3,4-diol, a compound o... Reagents/catalysts: [OH-].[Pd+2].[OH-] (palladium hydroxide). RXN SMILES: [F:1][C:2]1[CH:7]=[CH:6][C:5]([CH:8]=[CH:9][C@H:10]2[O:14][C@@H:13]([N:15]3[CH:23]=[N:22][C:21]4[C:16]3=[N:17][CH:18]=[N:19][C:20]=4[NH:24][CH:25]3[CH2:29][CH2:28][O:27][CH2:26]3)[C@H:12]([OH:30])[C@@H:11]2[OH:31])=[CH:4][CH:3]=1>C(O)C.C1CCCCC=1.[OH-].[Pd+2].[OH-]>[F:1][C:2]1[CH:7]=[CH:6][C:5]([CH2:8][CH2:9][C@H:10]2[O:14][C@@H:13]([N:15]3[CH:23]=[N:22][C:21]4[C:16]3=[N:17][CH:18]=[N:19][C:20]=4[NH:24][CH:25]3[CH2:29][CH2:28][O:27][CH2:26]3)[C@H:12]([OH:30])[C@@H:11]2[OH:31])=[CH:4][CH:3]=1 |f:3.4.5|. Reactants: FC1=CC=C(C=C1)C=C[C@@H]1[C@H]([C@H]([C@@H](O1)N1C2=NC=NC(=C2N=C1)NC1COCC1)O)O (5-[2-(4-fluorophenyl)vinyl](4S,2R,3R,5R)-2-[6-(oxolan-3-ylamino)purin-9-yl]oxolane-3,4-diol). Conditions: time 24 hour. Starting materials: OCCN1C(NCC1)=O (1-(2-hydroxyethyl)imidazolidin-2-one), C(C)(C)(C)OCl (tert-Butylhypochlorite). Run in CO (MeOH). Conditions: time 90 minute. The product is ClN1C(N(CC1)CCO)=O (1-chloro-3-(2-hydroxyethyl)imidazolidin-2-one). The yield is 60.3%. RXN SMILES: [OH:1][CH2:2][CH2:3][N:4]1[CH2:8][CH2:7][NH:6][C:5]1=[O:9].C(O[Cl:15])(C)(C)C>CO>[Cl:15][N:6]1[CH2:7][CH2:8][N:4]([CH2:3][CH2:2][OH:1])[C:5]1=[O:9]. Procedure: A solution of 1-(2-hydroxyethyl)imidazolidin-2-one (418 mg, 3.2 mmol) in MeOH (6 ml) was cooled to 0° C. tert-Butylhypochlorite (450 ul, 4 mmol) was added. The resulting solution was stirred for 90 min and then concentrated under reduced pressure. The crude material was purified by column chromatography (0 to 12% methanol in dichloromethane) to give a white solid (317 mg, 1.93 mmol, 60%). 1H NMR (400 MHz, D2O) δ 3.28-3.31 (t, J=5.3 Hz, 2H), 3.47-3.51 (m, 2H), 3.56-3.59 (m, 2H), 3.62-3.64 (t, J=5... The yield is 98.0%. The solvent is C(C)O (ethanol). Reaction SMILES: [CH3:1][C:2]1[CH:7]=[C:6]([N+:8]([O-])=O)[CH:5]=[C:4]([CH3:11])[C:3]=1[O:12][CH3:13]>[Pd].C(O)C>[NH2:8][C:6]1[CH:5]=[C:4]([CH3:11])[C:3]([O:12][CH3:13])=[C:2]([CH3:1])[CH:7]=1. The product is NC1=CC(=C(C(=C1)C)OC)C (4-Amino-2,6-dimethylanisole). Reagents/catalysts: [Pd] (Pd-C). Procedure details: 2,6-Dimethyl-4-nitroanisole (3, 29 g, 160 mmol), 10% Pd-C (200 mg) and ethanol (300 mL) were placed in a 500-mL Parr hydrogenation flask and hydrogenated at 50 psi for 24 h. The resulting solution was filtered through a silica gel column using ethyl acetate as eluent. Concentration of the solvent and drying under vacuum gave 23.7 g (98% yield) of 4-amino-2,6-dimethylanisole (4) as a brown-colored solid, mp 59°-60° C. (lit.: Bruice, T. C.; Kharasch, N.; Winzler, R. J. J. Org. Chem. 1953, 18, 83; ... Reactants: CC1=C(C(=CC(=C1)[N+](=O)[O-])C)OC (2,6-Dimethyl-4-nitroanisole). The reactants are ClC=1C=CC2=C(CN3C(C(O2)C2CCN(CC2)C)=CC=C3)C1 (7-chloro-11-[(1-methyl)piperidin-4-yl]-5H,11H-pyrrolo[2,1-c][1,4]benzoxazepine), BrN1C(CCC1=O)=O (N-bromosuccinimide). The solvent is O1CCCC1 (tetrahydrofuran), C(C)(=O)OCC (ethyl acetate). Yields the product BrC1=CC=C2C(OC3=C(CN21)C=C(C=C3)Cl)C3CCN(CC3)C (3-Bromo-7-chloro-11-[(1-methyl)piperidin-4-yl]-5H,11H-pyrrolo[2,1-c][1,4]benzoxazepine). Reaction SMILES: [Cl:1][C:2]1[CH:3]=[CH:4][C:5]2[O:11][CH:10]([CH:12]3[CH2:17][CH2:16][N:15]([CH3:18])[CH2:14][CH2:13]3)[C:9]3=[CH:19][CH:20]=[CH:21][N:8]3[CH2:7][C:6]=2[CH:22]=1.[Br:23]N1C(=O)CCC1=O>O1CCCC1.C(OCC)(=O)C>[Br:23][C:21]1[N:8]2[C:9]([CH:10]([CH:12]3[CH2:17][CH2:16][N:15]([CH3:18])[CH2:14][CH2:13]3)[O:11][C:5]3[CH:4]=[CH:3][C:2]([Cl:1])=[CH:22][C:6]=3[CH2:7]2)=[CH:19][CH:20]=1. Procedure: A solution of 7-chloro-11-[(1-methyl)piperidin-4-yl]-5H,11H-pyrrolo[2,1-c][1,4]benzoxazepine (5.5 g; 0.017 mole) and N-bromosuccinimide (3.7 g; 0.021 mole) in 150 ml of tetrahydrofuran was stirred for 20 hours at ambient temperature. The reaction mixture was then diluted with ethyl acetate and washed twice with a dilute Na2SO3 solution and once with water and dried (saturated NaCl solution, anhydrous MgSO4). The reactants are B, O=C([O-])O, C=CCNC(=O)NC(=O)C(CC1CCCC1)c1ccc(Cl)c(Cl)c1, CCO, [Na+], C1CCOC1, C1CCOC1, OO. Product: O=C(NCCCO)NC(=O)C(CC1CCCC1)c1ccc(Cl)c(Cl)c1. Reaction SMILES: [BH3:30].[C:31](=[O:32])([OH:33])[O-:34].[CH2:1]([CH:2]=[CH2:3])[NH:4][C:5](=[O:6])[NH:7][C:8]([CH:9]([CH2:10][CH:11]1[CH2:12][CH2:13][CH2:14][CH2:15]1)[c:16]1[cH:17][c:18]([Cl:23])[c:19]([Cl:22])[cH:20][cH:21]1)=[O:24].[CH3:43][CH2:44][OH:45].[Na+:35].[O:25]1[CH2:26][CH2:27][CH2:28][CH2:29]1.[O:38]1[CH2:39][CH2:40][CH2:41][CH2:42]1.[OH:36][OH:37]>>[CH2:1]([CH2:2][CH2:3][OH:25])[NH:4][C:5](=[O:6])[NH:7][C:8]([CH:9]([CH2:10][CH:11]1[CH2:12][CH2:13][CH2:14][CH2:15]1)[c:16]1[cH:17][c:18]([Cl:23])[c:19]([Cl:22])[cH:20][cH:21]1)=[O:24]. Reported procedure: 13 g of acetoacetic acid ethyl ester were dissolved in 20 ml of absolute ethanol. 16.4 g of α-n-propylbenzylhydrazine in a little absolute ethanol were slowly added to this solution under nitrogen. After the exothermic reaction had subsided, the mixture was heated for 2 hours under reflux. RXN SMILES: C(O[C:4](=[O:9])[CH2:5][C:6]([CH3:8])=O)C.[CH2:10]([CH:13]([NH:20][NH2:21])[C:14]1[CH:19]=[CH:18][CH:17]=[CH:16][CH:15]=1)[CH2:11][CH3:12]>C(O)C>[CH3:8][C:6]1[NH:21][N:20]([CH:13]([CH2:10][CH2:11][CH3:12])[C:14]2[CH:15]=[CH:16][CH:17]=[CH:18][CH:19]=2)[C:4](=[O:9])[CH:5]=1. The product is CC=1NN(C(C1)=O)C(C1=CC=CC=C1)CCC (3-methyl-1-(α-n-propylbenzyl)-pyrazol-5-one). Starting materials: C(C)OC(CC(=O)C)=O (acetoacetic acid ethyl ester), C(CC)C(C1=CC=CC=C1)NN (α-n-propylbenzylhydrazine). Solvent: C(C)O (ethanol), C(C)O (ethanol). Reactants: BrCC(=O)C1=CC=C(C=C1)F (2-bromo-1-(4-fluoro-phenyl)-ethanone), Br.BrC1=CN=C(S1)N (5-bromo-thiazol-2-ylamine hydrobromide), C(C)N(C(C)C)C(C)C (ethyl-diisopropyl-amine). Solvent: C(C)O (ethanol). Yields the product BrC1=CN2C(S1)=NC(=C2)C2=CC=C(C=C2)F (2-Bromo-6-(4-fluoro-phenyl)-imidazo[2,1-b]thiazole). Isolated yield 19.4%. Reaction SMILES: Br[CH2:2][C:3]([C:5]1[CH:10]=[CH:9][C:8]([F:11])=[CH:7][CH:6]=1)=O.Br.[Br:13][C:14]1[S:18][C:17]([NH2:19])=[N:16][CH:15]=1.C(N(C(C)C)C(C)C)C>C(O)C>[Br:13][C:14]1[S:18][C:17]2=[N:19][C:3]([C:5]3[CH:10]=[CH:9][C:8]([F:11])=[CH:7][CH:6]=3)=[CH:2][N:16]2[CH:15]=1 |f:1.2|. Procedure: To a solution of 2-bromo-1-(4-fluoro-phenyl)-ethanone (2 g, 9.215 mmol) in 100 ml ethanol were added 5-bromo-thiazol-2-ylamine hydrobromide (2.396 g, 9.215 mmol) and ethyl-diisopropyl-amine (1.19 g, 9.215 mmol). The mixture was stirred under reflux for 8 h and evaporated. Water was added to the residue and extracted with ethyl acetate. The organic layer was separated, washed with water, dried and evaporated. The crude product was purified by preparative HPLC (RP18, acetonitrile/water 0.1% TFA) t... Starting materials: C(C)OC(CBr)OCC (bromoacetaldehyde diethyl acetal), NC1=CC=NC=C1 (4-aminopyridine), CN(P(N(C)C)(N(C)C)=O)C (hexamethylphosphoric triamide), [H-].[Na+] (sodium hydride). The solvent is CN(C=O)C (dimethylformamide), O (water), CN(C=O)C (dimethylformamide), CN(C=O)C (dimethylformamide), CN(C=O)C (dimethylformamide). Conditions: temperature 50 celsius, time 5 minute. Product: C(C)OC(CNC1=CC=NC=C1)OCC (4-pyridylaminoacetaldehyde diethyl acetal). Isolated yield 13.5%. Reaction SMILES: [NH2:1][C:2]1[CH:7]=[CH:6][N:5]=[CH:4][CH:3]=1.CN(C)P(=O)(N(C)C)N(C)C.[H-].[Na+].[CH2:21]([O:23][CH:24]([O:27][CH2:28][CH3:29])[CH2:25]Br)[CH3:22]>CN(C)C=O.O>[CH2:21]([O:23][CH:24]([O:27][CH2:28][CH3:29])[CH2:25][NH:1][C:2]1[CH:7]=[CH:6][N:5]=[CH:4][CH:3]=1)[CH3:22] |f:2.3|. Procedure details: A solution of 4-aminopyridine (23.2 g.) in a mixture of dried hexamethylphosphoric triamide (45 g.) and dried dimethylformamide (80 ml) was dropwise added over 20 minutes with stirring and ice-cooling to a suspension of 65.5% sodium hydride (10 g.) in dried dimethylformamide (20 ml.). After dried dimethylformamide (20 ml.) was further added thereto, the mixture was stirred for 1 hour under ice-cooling, for 20 minutes at ambient temperature and for 40 minutes at 50° C. A solution of bromoacetalde... The reactants are COc3ccc2cc(c1cccc(C)c1)ccc2c3 (substrate), Cc1ccc([Mg]Br)cc1 (effective_coupling_partner). Reagents/catalysts: C1-CDC. Conditions: temperature 60 celsius, time 4 hour. The product is Cc4ccc(c3ccc2cc(c1cccc(C)c1)ccc2c3)cc4.